Task: describe an organic reaction: reactants, conditions, products, and yield. Dataset: the Open Reaction Database (ORD), a public repository of structured organic reaction records Starting materials: N1([C@H](C(=O)O)CCC1)C(=O)OC(C)(C)C (BocProOH), N([C@@H](CC1=CC=CC=C1)C(=O)OC)C (HMePheOMe), anhydride, C1(=CC=CC=C1)P(=O)(C1=CC=CC=C1)Cl (diphenylphosphinyl chloride). The product is N1([C@H](C(=O)N([C@@H](CC2=CC=CC=C2)C(=O)OC)C)CCC1)C(=O)OC(C)(C)C (BocPro-MePheOMe). The yield is 77.0%. RXN SMILES: [N:1]1([C:9]([O:11][C:12]([CH3:15])([CH3:14])[CH3:13])=[O:10])[CH2:8][CH2:7][CH2:6][C@H:2]1[C:3]([OH:5])=O.[NH:16]([CH3:29])[C@H:17]([C:25]([O:27][CH3:28])=[O:26])[CH2:18][C:19]1[CH:24]=[CH:23][CH:22]=[CH:21][CH:20]=1.C1(P(Cl)(C2C=CC=CC=2)=O)C=CC=CC=1>>[N:1]1([C:9]([O:11][C:12]([CH3:15])([CH3:14])[CH3:13])=[O:10])[CH2:8][CH2:7][CH2:6][C@H:2]1[C:3]([N:16]([CH3:29])[C@H:17]([C:25]([O:27][CH3:28])=[O:26])[CH2:18][C:19]1[CH:24]=[CH:23][CH:22]=[CH:21][CH:20]=1)=[O:5]. Reported procedure: Condensation of BocProOH (4.30 g.) and HMePheOMe (2.74 g.) by the mixed anhydride method using diphenylphosphinyl chloride gave BocPro-MePheOMe in 77% yield. Demethylation of BocPro-MePheOMe (3.0 g.) using aqueous sodium hydroxide gave BocPro-MePheOH in 83% yield. Condensation of BocPro-MePheOH (1.71 g.) and HPheOBz (2.14 g.) using dicyclohexylcarbodiimide and N-hydroxysuccinimide gave BocPro-MePhe-PheOBz in 76% yield. Debenzylation of BocPro-MePhe-PheOBz (2.0 g.) by hydrogenation with palladium... Reactants: C(#N)[BH3-].[Na+] (sodium cyanoborohydride), CSSC(C=O)(C)C (2-(methyldithio)isobutyraldehyde), CSSC(C=O)(C)C (2-(methyldithio)isobutyraldehyde), NCCOC1=CC(=NC(=C1)CO)CO (4-[2-aminoethoxy]-2,6-bis(hydroxymethyl)pyridine), [OH-].[Na+] (sodium hydroxide), C(C)(C)(C)OC(=O)NCCOC1=CC(=NC(=C1)CO)CO (4-(2-(tert-butoxycarbonylamino)ethoxy)-2,6-bis(hydroxymethyl)pyridine), C(#N)[BH3-].[Na+] (sodium cyanoborohydride). The reagents and catalysts are CC([O-])C.[Ti+4].CC([O-])C.CC([O-])C.CC([O-])C (titanium isopropoxide), CC([O-])C.[Ti+4].CC([O-])C.CC([O-])C.CC([O-])C (titanium isopropoxide). The solvent is C1CCOC1 (THF), C(C)O (ethanol). Conditions: time 20 minute. Yields the product CC(CNCCOC1=CC(=NC(=C1)CO)CO)(C)SSC (4-[2-(2-methyl-2-(methyldisulphanyl)propylamino)ethoxy]-2,6-bis(hydroxymethyl)pyridine). Reaction SMILES: [CH3:1][S:2][S:3][C:4]([CH3:8])([CH3:7])[CH:5]=O.[NH2:9][CH2:10][CH2:11][O:12][C:13]1[CH:18]=[C:17]([CH2:19][OH:20])[N:16]=[C:15]([CH2:21][OH:22])[CH:14]=1.C(OC(NCCOC1C=C(CO)N=C(CO)C=1)=O)(C)(C)C.C([BH3-])#N.[Na+].[OH-].[Na+]>C1COCC1.CC(C)[O-].[Ti+4].CC(C)[O-].CC(C)[O-].CC(C)[O-].C(O)C>[CH3:7][C:4]([S:3][S:2][CH3:1])([CH3:8])[CH2:5][NH:9][CH2:10][CH2:11][O:12][C:13]1[CH:14]=[C:15]([CH2:21][OH:22])[N:16]=[C:17]([CH2:19][OH:20])[CH:18]=1 |f:3.4,5.6,8.9.10.11.12|. Procedure: 270 μl of 2-(methyldithio)isobutyraldehyde and 730 μl of titanium isopropoxide are added to a suspension of 390 mg of 4-[2-aminoethoxy]-2,6-bis(hydroxymethyl)pyridine (prepared after deprotection of the Boc group from 4-(2-(tert-butoxycarbonylamino)ethoxy)-2,6-bis(hydroxymethyl)pyridine described on page 101 of WO 07085930) in 2 ml of THF. After 20 min, an additional 270 μl of 2-(methyldithio)isobutyraldehyde and an additional 730 μl of titanium isopropoxide are added and the mixture is stirred ... Reactants: OB(O)O, C1CCOC1, OO, O=S(=O)(O)O, O=Cc1ccc(Oc2ccccn2)cc1. Product: Oc1ccc(Oc2ccccn2)cc1. Reaction SMILES: [B:1]([OH:2])([OH:3])[OH:4].[O:27]1[CH2:28][CH2:29][CH2:30][CH2:31]1.[OH:5][OH:6].[S:7](=[O:8])(=[O:9])([OH:10])[OH:11].[n:12]1[c:13]([O:18][c:19]2[cH:20][cH:21][c:22]([CH:23]=[O:24])[cH:25][cH:26]2)[cH:14][cH:15][cH:16][cH:17]1>>[OH:5][c:22]1[cH:21][cH:20][c:19]([O:18][c:13]2[n:12][cH:17][cH:16][cH:15][cH:14]2)[cH:26][cH:25]1. Reactants: ClCCl (dichloromethane), NCC(C)(O)C (1-amino-2-methyl-2-propanol), ClC1=C(C=NC2=CC=CC=C12)[N+](=O)[O-] (4-chloro-3-nitroquinoline). RXN SMILES: ClCCl.[NH2:4][CH2:5][C:6]([CH3:9])([OH:8])[CH3:7].Cl[C:11]1[C:20]2[C:15](=[CH:16][CH:17]=[CH:18][CH:19]=2)[N:14]=[CH:13][C:12]=1[N+:21]([O-:23])=[O:22]>C(N(CC)CC)C>[CH3:7][C:6]([OH:8])([CH3:9])[CH2:5][NH:4][C:11]1[C:20]2[C:15](=[CH:16][CH:17]=[CH:18][CH:19]=2)[N:14]=[CH:13][C:12]=1[N+:21]([O-:23])=[O:22]. Yields the product CC(CNC1=C(C=NC2=CC=CC=C12)[N+](=O)[O-])(C)O (2-methyl-1-[(3-nitro-4-quinolinyl)amino]-2-propanol). The solvent is C(C)N(CC)CC (triethylamine). Reported procedure: To a stirred solution of 150 ml of dichloromethane, 10 ml of triethylamine and 6.7 g (0.075 mole) of 1-amino-2-methyl-2-propanol was added 10.4 g (0.05 mole) of 4-chloro-3-nitroquinoline. The solution was heated on a steam bath for about one hour then evaporated to remove the solvent. The residue was dissolved in dilute hydrochloric acid and filtered. The filtrate was made basic with concentrated ammonium hydroxide to reprecipitate the product. The product was separated by filtration and recryst... The reactants are [BH4-].[Na+] (Sodium borohydride), [I-].CC(=CCOC=1C(=NSN1)C=1C=[N+](C=CC1)C)C (3-(4-(3-methyl-2-butenyloxy)-1,2,5-thiadiazol-3-yl)-1-methylpyridinium iodide), Compound 27. The solvent is C(C)O (ethanol). Reaction conditions: temperature -10 celsius, time 0.5 hour. Yields the product CC(=CCOC=1C(=NSN1)C=1CN(CCC1)C)C (3-(4-(3-methyl-2-butenyloxy)-1,2,5-thiadiazol-3-yl)-1,2,5,6-tetrahydro-1-methylpyridine). RXN SMILES: [BH4-].[Na+].[I-].[CH3:4][C:5]([CH3:21])=[CH:6][CH2:7][O:8][C:9]1[C:10]([C:14]2[CH:15]=[N+:16]([CH3:20])[CH:17]=[CH:18][CH:19]=2)=[N:11][S:12][N:13]=1>C(O)C>[CH3:4][C:5]([CH3:21])=[CH:6][CH2:7][O:8][C:9]1[C:10]([C:14]2[CH2:15][N:16]([CH3:20])[CH2:17][CH2:18][CH:19]=2)=[N:11][S:12][N:13]=1 |f:0.1,2.3|. Procedure details: Sodium borohydride (220 mg, 6 mmol) was added to a solution of 3-(4-(3-methyl-2-butenyloxy)-1,2,5-thiadiazol-3-yl)-1-methylpyridinium iodide (0.92 g, 2.3 mmol) in ethanol (99.9%, 15 ml) and the reaction mixture was stirred at -10° C. for 0.5 h. After evaporation the residue was dissolved solved in water and extracted with ethyl acetate. The dried organic phases were evaporated and the residue purified by column chromatography (Si02, eluent: ethyl acetate/methanol (4:1)). The title compound was c...